From a dataset of the Open Reaction Database (ORD), a public repository of structured organic reaction records. describe an organic reaction: reactants, conditions, products, and yield The reactants are C=C(C(=O)Nc1ccc(C(=O)O)cc1)c1ccc2c(c1)C(C)(C)CCC2(C)C, CCOCC, C1COCCO1. The product is CC(C(=O)Nc1ccc(C(=O)O)cc1)c1ccc2c(c1)C(C)(C)CCC2(C)C. RXN SMILES: [CH2:1]=[C:2]([C:3](=[O:4])[NH:5][c:6]1[cH:7][cH:8][c:9]([C:10](=[O:11])[OH:12])[cH:13][cH:14]1)[c:15]1[cH:16][c:17]2[c:22]([cH:23][cH:24]1)[C:21]([CH3:25])([CH3:26])[CH2:20][CH2:19][C:18]2([CH3:27])[CH3:28].[CH2:35]([O:36][CH2:37][CH3:38])[CH3:39].[O:29]1[CH2:30][CH2:31][O:32][CH2:33][CH2:34]1>>[CH3:1][CH:2]([C:3](=[O:4])[NH:5][c:6]1[cH:7][cH:8][c:9]([C:10](=[O:11])[OH:12])[cH:13][cH:14]1)[c:15]1[cH:16][c:17]2[c:22]([cH:23][cH:24]1)[C:21]([CH3:25])([CH3:26])[CH2:20][CH2:19][C:18]2([CH3:27])[CH3:28]. The reactants are C(C=C)(=O)OC (methyl acrylate), C1(CCCCC1)N(C)C1CCCCC1 (dicyclohexyl-methylamine), BrC1=CC=C(CC=2C(=NN3C2N=C(C=C3C)C)CC)C=C1 (3-(4-bromo-benzyl)-2-ethyl-5,7-dimethyl-pyrazolo[1,5-a]pyrimidine). The reagents and catalysts are CC(C)([P](C(C)(C)C)([Pd][P](C(C)(C)C)(C(C)(C)C)C(C)(C)C)C(C)(C)C)C (Pd(PtBu3)2). The solvent is O1CCOCC1 (dioxane). Run at temperature 130 celsius. Yields the product COC(\C=C\C1=CC=C(C=C1)CC=1C(=NN2C1N=C(C=C2C)C)CC)=O ((E)-3-[4-(2-ethyl-5,7-dimethyl-pyrazolo[1,5-a]pyrimidin-3-ylmethyl)-phenyl]-acrylic acid methyl ester). Reaction SMILES: Br[C:2]1[CH:21]=[CH:20][C:5]([CH2:6][C:7]2[C:8]([CH2:18][CH3:19])=[N:9][N:10]3[C:15]([CH3:16])=[CH:14][C:13]([CH3:17])=[N:12][C:11]=23)=[CH:4][CH:3]=1.[C:22]([O:26][CH3:27])(=[O:25])[CH:23]=[CH2:24].C1(N(C2CCCCC2)C)CCCCC1>O1CCOCC1.CC(C)([P](C(C)(C)C)([Pd][P](C(C)(C)C)(C(C)(C)C)C(C)(C)C)C(C)(C)C)C>[CH3:27][O:26][C:22](=[O:25])/[CH:23]=[CH:24]/[C:2]1[CH:21]=[CH:20][C:5]([CH2:6][C:7]2[C:8]([CH2:18][CH3:19])=[N:9][N:10]3[C:15]([CH3:16])=[CH:14][C:13]([CH3:17])=[N:12][C:11]=23)=[CH:4][CH:3]=1 |^1:50,56|. Procedure details: 3-(4-Bromo-benzyl)-2-ethyl-5,7-dimethyl-pyrazolo[1,5-a]pyrimidine (3) (525 mg, 1.47 mmol) was dissolved in 15 ml of dioxane and after addition of methyl acrylate (264 ul, 2.93 mmol), dicyclohexyl-methylamine (622 ul ml, 2.93 mmol) and Pd(PtBu3)2 (15 mg, 0.03 mmol) the mixture was heated for 5 min at 130° C. in a microwave oven. Then the mixture was evaporated under reduced pressure. The residue was diluted with ethyl acetate, washed with sat. NaHCO3— and NaCl-solution, and dried over Na2 SO4. Ev... Yields the product C(C)S(=O)(=O)C1=CC=C(C=C1)I (1-(Ethylsulfonyl)-4-iodobenzene). Reactants: C(C)S(=O)(=O)C1=CC=C(C=C1)F (1-(Ethylsulfonyl)-4-fluorobenzene), C1=CC(=CC=C1S(=O)(=O)Cl)I (pipsyl chloride). The yield is 20.0%. Reported procedure: Compound 5e was prepared in analogy to Compound 5a, starting from pipsyl chloride (10 mmol, 3.02 g). A white solid was crystallized from ethyl acetate and hexane. HPLC indicated 100% purity, mp 78-79° C., (0.60 g, 20% yield). 1H NMR (CDCl3): 1.28 (t, 3H, CH3), 3.12 (q, 2H, CH2), 7.63 (d, 2H, Ar—H), 7.96 (d, 2H, Ar—H); MS: 296 M+. Elemental Analysis (C, H, I, S) for C8H9IO2S.0.2C6H14-0.1H2O; calculated C, 35.06; H, 3.83; I, 40.26; S, 10.17. found C, 35.04; H, 3.41; I, 40.32; S, 9.74. Reaction SMILES: [CH2:1]([S:3]([C:6]1[CH:11]=[CH:10][C:9](F)=[CH:8][CH:7]=1)(=[O:5])=[O:4])[CH3:2].C1C(S(Cl)(=O)=O)=CC=C([I:23])C=1>>[CH2:1]([S:3]([C:6]1[CH:11]=[CH:10][C:9]([I:23])=[CH:8][CH:7]=1)(=[O:5])=[O:4])[CH3:2]. Reactants: ClC1=CN=C2C(=N1)N=C(C=C2)NC(=O)NCC (1-(3-chloropyrido[2,3-b]pyrazin-6-yl)-3-ethylurea), C1(CCCCC1)C=CB(O)O (cyclohexylvinylboronic acid), C([O-])([O-])=O.[Na+].[Na+] (sodium carbonate), O (water). Reagents/catalysts: C1=CC=C(C=C1)P([C-]2C=CC=C2)C3=CC=CC=C3.C1=CC=C(C=C1)P([C-]2C=CC=C2)C3=CC=CC=C3.Cl[Pd]Cl.[Fe+2] ([1,1′-bis(diphenylphosphino)ferrocene]dichloropalladium(II)). Run in CN(C=O)C.O (dimethylformamide water). Reaction conditions: temperature 90 celsius. Product: C1(CCCCC1)/C=C/C1=CN=C2C(=N1)N=C(C=C2)NC(=O)NCC (1-[3-((E)-2-cyclohexylvinyl)pyrido[2,3-b]pyrazin-6-yl]-3-ethylurea). As a reaction SMILES: Cl[C:2]1[N:7]=[C:6]2[N:8]=[C:9]([NH:12][C:13]([NH:15][CH2:16][CH3:17])=[O:14])[CH:10]=[CH:11][C:5]2=[N:4][CH:3]=1.[CH:18]1([CH:24]=[CH:25]B(O)O)[CH2:23][CH2:22][CH2:21][CH2:20][CH2:19]1.C(=O)([O-])[O-].[Na+].[Na+].O>CN(C)C=O.O.C1C=CC(P(C2C=CC=CC=2)[C-]2C=CC=C2)=CC=1.C1C=CC(P(C2C=CC=CC=2)[C-]2C=CC=C2)=CC=1.Cl[Pd]Cl.[Fe+2]>[CH:18]1(/[CH:24]=[CH:25]/[C:2]2[N:7]=[C:6]3[N:8]=[C:9]([NH:12][C:13]([NH:15][CH2:16][CH3:17])=[O:14])[CH:10]=[CH:11][C:5]3=[N:4][CH:3]=2)[CH2:23][CH2:22][CH2:21][CH2:20][CH2:19]1 |f:2.3.4,6.7,8.9.10.11|. Procedure: 99.6 mg of 1-(3-chloropyrido[2,3-b]pyrazin-6-yl)-3-ethylurea (0.40 mmol), 73.6 mg of cyclohexylvinylboronic acid (0.48 mmol), 84.4 mg of sodium carbonate (0.80 mmol) and 33.4 mg of [1,1′-bis(diphenylphosphino)ferrocene]dichloropalladium(II) (0.04 mmol) were initially charged in 6 ml of dimethylformamide/water (1:1) under nitrogen. The mixture was then heated to 90° C. for 6.5 h. Distilled water was then added to the reaction mixture and the resulting precipitate was filtered off with suction. Th... The reactants are CN(C1=C2C=CC=C(C2=CC=C1)S(=O)(=O)Cl)C (5-Dimethylamino-1-naphthalenesulfonyl chloride), C(C)(C)N(C(C)C)CC (N,N-diisopropylethylamine), ClCCl (dichloromethane), NCCCCN1C(=NC=2C(=NC=3C=CC=CC3C21)N)CCCC (1-(4-aminobutyl)-2-butyl-1H-imidazo[4,5-c]quinolin-4-amine). Run at time 8 hour. Product: NC1=NC=2C=CC=CC2C2=C1N=C(N2CCCCNS(=O)(=O)C2=CC=CC1=C(C=CC=C21)N(C)C)CCCC (N1-[4-(4-amino-2-butyl-1H-imidazo[4,5-c]quinolin-1-yl)butyl]-5-(dimethylamino)-1-naphthalenesulfonamide). Solvent: CO (Methanol). RXN SMILES: [CH3:1][N:2]([CH3:17])[C:3]1[CH:12]=[CH:11][CH:10]=[C:9]2[C:4]=1[CH:5]=[CH:6][CH:7]=[C:8]2[S:13](Cl)(=[O:15])=[O:14].C(N(CC)C(C)C)(C)C.ClCCl.[NH2:30][CH2:31][CH2:32][CH2:33][CH2:34][N:35]1[C:47]2[C:46]3[CH:45]=[CH:44][CH:43]=[CH:42][C:41]=3[N:40]=[C:39]([NH2:48])[C:38]=2[N:37]=[C:36]1[CH2:49][CH2:50][CH2:51][CH3:52]>CO>[NH2:48][C:39]1[C:38]2[N:37]=[C:36]([CH2:49][CH2:50][CH2:51][CH3:52])[N:35]([CH2:34][CH2:33][CH2:32][CH2:31][NH:30][S:13]([C:8]3[C:9]4[C:4](=[C:3]([N:2]([CH3:17])[CH3:1])[CH:12]=[CH:11][CH:10]=4)[CH:5]=[CH:6][CH:7]=3)(=[O:15])=[O:14])[C:47]=2[C:46]2[CH:45]=[CH:44][CH:43]=[CH:42][C:41]=2[N:40]=1. Reported procedure: 5-Dimethylamino-1-naphthalenesulfonyl chloride (1.82 g, 6.74 mmol) was added to a mixture of N,N-diisopropylethylamine (1.23 mL, 7.06 mmol), dichloromethane (15 mL) and 1-(4-aminobutyl)-2-butyl-1H-imidazo[4,5-c]quinolin-4-amine (2.0 g, 6.42 mmol). The reaction mixture was allowed to stir at ambient temperature overnight. Methanol was added to the reaction mixture until a clear solution was obtained. Silica gel was added to the reaction mixture and then the solvents were removed. The silica gel w... Isolated yield 71.5%. Starting materials: COC(=O)CBr, Oc1cccnc1Br, C1CCOC1, [H-], [Na+], O. Product: COC(=O)COc1cccnc1Br. RXN SMILES: [Br:11][CH2:12][C:13](=[O:14])[O:15][CH3:16].[Br:1][c:2]1[n:3][cH:4][cH:5][cH:6][c:7]1[OH:8].[CH2:18]1[O:19][CH2:20][CH2:21][CH2:22]1.[H-:9].[Na+:10].[OH2:17]>>[Br:1][c:2]1[n:3][cH:4][cH:5][cH:6][c:7]1[O:8][CH2:12][C:13](=[O:14])[O:15][CH3:16]. Reactants: ( 38 ), C1CCCCC1.C(C)(=O)OCC (cyclohexane ethyl acetate), ( 100 ), C(Cl)(Cl)Cl (CHCl3), 0.16, ( 83 ), ( 31 ). The product is CCOC(C=C)OCC (Acrolein Acetal). As a reaction SMILES: [CH2:1]1CCCC[CH2:2]1.[C:7]([O:10][CH2:11][CH3:12])(=[O:9])[CH3:8].[CH:13](Cl)(Cl)Cl>>[CH3:12][CH2:11][O:10][CH:7]([O:9][CH2:1][CH3:2])[CH:8]=[CH2:13] |f:0.1|. Procedure details: Formula: C11H18O5 (MM=230.3) Rf: (cyclohexane/ethyl acetate: 85/15): 0.16 mp=35° C. {α}D20+23.18° (c 1.005, CHCl3) IR (film): 3089, 2977, 2933, 2871, 2822, 1464, 1441, 1424, 1382, 1323, 1282, 1262, 1232, 1168, 1144, 1107, 1045, 1028, 1002, 942, 912 cm−1 MS (m/z): 55 (83), 71 (100), 85 (38), 101 (31) 1H-NMR (500 MHz, CDCl3) 3.22 (2H, m), 3.31 (3H, m), 3.49 (3H, s), 3.50 (1H, t, J=10.2 Hz), 3.63 (3H, s), 4.06 (1H, dd, J=11.1 Hz, J=4.9 Hz), 4.18 (1H, dd, J=4.9 Hz, J=10.4 Hz), 4.97 (1H, d, J=4.1 Hz)...